Dataset: the Open Reaction Database (ORD), a public repository of structured organic reaction records. Task: describe an organic reaction: reactants, conditions, products, and yield Reactants: CC(=O)C(=O)N1CCCC1C(=O)O, [BH3-]C#N, COC(=O)C(N)CCSC, CO, [Na+]. Product: COC(=O)C(CCSC)NC(C)C(=O)N1CCCC1C(=O)O. As a reaction SMILES: [C:1]([C:2](=[O:3])[CH3:4])(=[O:5])[N:6]1[CH:7]([C:8](=[O:9])[OH:10])[CH2:11][CH2:12][CH2:13]1.[C:24]([BH3-:25])#[N:26].[CH3:14][O:15][C:16]([CH:17]([NH2:18])[CH2:19][CH2:20][S:21][CH3:22])=[O:23].[CH3:28][OH:29].[Na+:27]>>[C:1]([CH:2]([CH3:4])[NH:18][CH:17]([C:16]([O:15][CH3:14])=[O:23])[CH2:19][CH2:20][S:21][CH3:22])(=[O:5])[N:6]1[CH:7]([C:8](=[O:9])[OH:10])[CH2:11][CH2:12][CH2:13]1. Starting materials: O=C1CCC(=O)N1Br, ClCCCl, Cc1cc(F)c(C(=O)NS(C)(=O)=O)cc1F, CC(C)(C#N)N=NC(C)(C)C#N. Product: CS(=O)(=O)NC(=O)c1cc(F)c(CBr)cc1F. RXN SMILES: [Br:17][N:18]1[C:19](=[O:20])[CH2:21][CH2:22][C:23]1=[O:24].[Cl:37][CH2:38][CH2:39][Cl:40].[F:1][c:2]1[c:3]([C:4](=[O:5])[NH:6][S:7](=[O:8])(=[O:9])[CH3:10])[cH:11][c:12]([F:16])[c:13]([CH3:15])[cH:14]1.[N:25]#[C:26][C:27]([N:28]=[N:29][C:30]([C:31]#[N:32])([CH3:33])[CH3:34])([CH3:35])[CH3:36]>>[F:1][c:2]1[c:3]([C:4](=[O:5])[NH:6][S:7](=[O:8])(=[O:9])[CH3:10])[cH:11][c:12]([F:16])[c:13]([CH2:15][Br:17])[cH:14]1. Reactants: COc1ccc(C=NCC(OC)OC)cc1OC, COc1ccc(C=O)c(OC)c1OC, c1ccccc1. Product: COc1ccc(C=NCC(OC)OC)c(OC)c1OC. Reaction SMILES: [CH3:15][O:16][c:17]1[cH:18][c:19]([CH:32]=[N:21][CH2:22][CH:23]([O:24][CH3:25])[O:26][CH3:27])[cH:20][cH:28][c:29]1[O:30][CH3:31].[CH3:1][O:2][c:3]1[c:4]([CH:5]=[O:6])[cH:7][cH:8][c:9]([O:13][CH3:14])[c:10]1[O:11][CH3:12].[cH:33]1[cH:34][cH:35][cH:36][cH:37][cH:38]1>>[CH3:1][O:2][c:3]1[c:4]([CH:5]=[N:21][CH2:22][CH:23]([O:24][CH3:25])[O:26][CH3:27])[cH:7][cH:8][c:9]([O:13][CH3:14])[c:10]1[O:11][CH3:12].